Task: describe an organic reaction: reactants, conditions, products, and yield. Dataset: the Open Reaction Database (ORD), a public repository of structured organic reaction records Reactants: C1(=CC=CC=C1)NN=C(C(CC1=CC=CC=C1)=O)C(C)=O (1-phenyl-2,3,4-pentanetrione-3-phenylhydrazone), ClOC(C)(C)C (tert-butyl hypochlorite). The solvent is C(Cl)(Cl)Cl (chloroform). The product is C1(=CC=CC=C1)NN=C(C(=O)Cl)CC1=CC=CC=C1 (3-Phenylpyruvoyl chloride 1-Phenylhydrazone). RXN SMILES: [C:1]1([NH:7][N:8]=[C:9]([C:19](=[O:21])C)[C:10](=O)[CH2:11][C:12]2[CH:17]=[CH:16][CH:15]=[CH:14]C=2)[CH:6]=[CH:5][CH:4]=[CH:3][CH:2]=1.[Cl:22]OC(C)(C)C>C(Cl)(Cl)Cl>[C:1]1([NH:7][N:8]=[C:9]([CH2:10][C:11]2[CH:12]=[CH:17][CH:16]=[CH:15][CH:14]=2)[C:19]([Cl:22])=[O:21])[CH:2]=[CH:3][CH:4]=[CH:5][CH:6]=1. Procedure details: The foregoing procedure was repeated, but using 12.1 gms. 1-phenyl-2,3,4-pentanetrione-3-phenylhydrazone, 100 ml. chloroform, and 6 ml. tert-butyl hypochlorite. Upon recrystallization from 100 ml. methanol there was obtained 6.3 gms. of compound having a melting point at 132° to 134°C. Reactants: Oc1cccc(Br)c1, OCCCBr, C1CCOC1, c1ccc(P(c2ccccc2)c2ccccc2)cc1. Product: BrCCCOc1cccc(Br)c1. Reaction SMILES: [Br:1][c:2]1[cH:3][c:4]([OH:8])[cH:5][cH:6][cH:7]1.[Br:9][CH2:10][CH2:11][CH2:12][OH:13].[CH2:33]1[O:34][CH2:35][CH2:36][CH2:37]1.[c:14]1([P:15]([c:16]2[cH:17][cH:18][cH:19][cH:20][cH:21]2)[c:22]2[cH:23][cH:24][cH:25][cH:26][cH:27]2)[cH:28][cH:29][cH:30][cH:31][cH:32]1>>[Br:1][c:2]1[cH:3][c:4]([O:8][CH2:12][CH2:11][CH2:10][Br:9])[cH:5][cH:6][cH:7]1. Reactants: Cl (hydrochloric acid), N1(CCOCC1)C1=NC(=CC(N1C)=O)C1=C(C=NC=C1)F (2-(morpholin-4-yl)-3-methyl-6-(3-fluoropyridin-4-yl)-3H-pyrimidin-4-one), FC1=CC=C(CO)C=C1 (4-fluorobenzyl alcohol), [H-].[Na+] (sodium hydride). Solvent: O1CCCC1 (tetrahydrofuran), CO (methanol). Reaction conditions: temperature 60 celsius, time 5 hour. Yields the product Cl.FC1=CC=C(COC=2C=NC=CC2C2=CC(N(C(=N2)N2CCOCC2)C)=O)C=C1 (6-(3-(4-fluorobenzyloxy)pyridin-4-yl)-3-methyl-2-(morpholin-4-yl)-3H-pyrimidin-4-one hydrochloride). Isolated yield 31.0%. Reaction SMILES: [N:1]1([C:7]2[N:12]([CH3:13])[C:11](=[O:14])[CH:10]=[C:9]([C:15]3[CH:20]=[CH:19][N:18]=[CH:17][C:16]=3F)[N:8]=2)[CH2:6][CH2:5][O:4][CH2:3][CH2:2]1.[F:22][C:23]1[CH:30]=[CH:29][C:26]([CH2:27][OH:28])=[CH:25][CH:24]=1.[H-].[Na+].[ClH:33]>O1CCCC1.CO>[ClH:33].[F:22][C:23]1[CH:30]=[CH:29][C:26]([CH2:27][O:28][C:16]2[CH:17]=[N:18][CH:19]=[CH:20][C:15]=2[C:9]2[N:8]=[C:7]([N:1]3[CH2:6][CH2:5][O:4][CH2:3][CH2:2]3)[N:12]([CH3:13])[C:11](=[O:14])[CH:10]=2)=[CH:25][CH:24]=1 |f:2.3,7.8|. Procedure details: To a solution of 2-(morpholin-4-yl)-3-methyl-6-(3-fluoropyridin-4-yl)-3H-pyrimidin-4-one (0.60 g, 2.07 mmol), and 4-fluorobenzyl alcohol (3.3 g, 26.2 mmol) in tetrahydrofuran (15 ml) was added sodium hydride (1.03 g, 2.58 mmol) at 0° C. After stirring at 60° C. for 5 hours, the resulting suspension was partitioned between chloroform and brine and the aqueous layer was extracted with chloroform. The combined organic layer was washed with brine, dried over magnesium sulfate, and concentrated in va... Starting materials: ClC1=CC=C(C=2C(C3=C(C=CC(=C3C(C12)=O)[N+](=O)[O-])Cl)=O)[N+](=O)[O-] (1,5-dichloro-4,8-dinitroanthraquinone), OC1=CC=C(C=C1)S (p-hydroxybenzenethiol), C1(=CC=CC=C1)S (benzenethiol), C([O-])([O-])=O.[K+].[K+] (potassium carbonate). Solvent: O (water), CN(C=O)C (dimethyl formamide), CN(C=O)C (dimethyl formamide), CN(C=O)C (dimethyl formamide). Conditions: temperature 120 celsius, time 2 hour. The product is OC1=CC=C(C=C1)SC1=CC=C(C=2C(C3=C(C=CC(=C3C(C12)=O)SC1=CC=CC=C1)SC1=CC=C(C=C1)O)=O)SC1=CC=CC=C1 (1,5-Bis(p-hydroxyphenylthio)- 4,8-Bis(phenylthio)anthraquinone). Reaction SMILES: [C:1]1([SH:7])[CH:6]=[CH:5][CH:4]=[CH:3][CH:2]=1.[C:8](=[O:11])([O-])[O-].[K+].[K+].Cl[C:15]1[C:28]2[C:27](=[O:29])[C:26]3[C:21](=[C:22](Cl)[CH:23]=[CH:24][C:25]=3[N+]([O-])=O)[C:20](=[O:34])[C:19]=2[C:18]([N+]([O-])=O)=[CH:17][CH:16]=1.[OH:38][C:39]1[CH:44]=[CH:43][C:42]([SH:45])=[CH:41][CH:40]=1>CN(C)C=O.O>[OH:38][C:39]1[CH:44]=[CH:43][C:42]([S:45][C:15]2[C:28]3[C:27](=[O:29])[C:26]4[C:21](=[C:22]([S:7][C:1]5[CH:6]=[CH:5][C:8]([OH:11])=[CH:3][CH:2]=5)[CH:23]=[CH:24][C:25]=4[S:7][C:1]4[CH:6]=[CH:5][CH:4]=[CH:3][CH:2]=4)[C:20](=[O:34])[C:19]=3[C:18]([S:7][C:1]3[CH:6]=[CH:5][CH:4]=[CH:3][CH:2]=3)=[CH:17][CH:16]=2)=[CH:41][CH:40]=1 |f:1.2.3|. Procedure details: A mixture of 22 grams (0.2 mole) of benzenethiol, 25.6 grams (0.2 mole) of potassium carbonate in 100 milliliters of dimethyl formamide was heated with stirring to 120° C. for 2 hours. The cooled mixture was added to a cold mixture of 36.6 grams (0.1 mole) of 1,5-dichloro-4,8-dinitroanthraquinone in 150 milliliters of dimethyl formamide, and stirred for 3 hours at room temperature. After addition of 25.6 grams (0.2 mole) of p-hydroxybenzenethiol in 100 milliliters of dimethyl formamide, the mixt... Starting materials: BrC1CCCC1, CCc1cc(O)c(OCc2ccccc2)c(OCCCCCC(C)(C)C#N)c1. Yields the product CCc1cc(OCCCCCC(C)(C)C#N)c(OCc2ccccc2)c(OC2CCCC2)c1. Reaction SMILES: [Br:29][CH:30]1[CH2:31][CH2:32][CH2:33][CH2:34]1.[CH2:1]([c:2]1[cH:3][cH:4][cH:5][cH:6][cH:7]1)[O:8][c:9]1[c:10]([O:18][CH2:19][CH2:20][CH2:21][CH2:22][CH2:23][C:24]([CH3:25])([CH3:26])[C:27]#[N:28])[cH:11][c:12]([CH2:16][CH3:17])[cH:13][c:14]1[OH:15]>>[CH2:1]([c:2]1[cH:3][cH:4][cH:5][cH:6][cH:7]1)[O:8][c:9]1[c:10]([O:18][CH2:19][CH2:20][CH2:21][CH2:22][CH2:23][C:24]([CH3:25])([CH3:26])[C:27]#[N:28])[cH:11][c:12]([CH2:16][CH3:17])[cH:13][c:14]1[O:15][CH:30]1[CH2:31][CH2:32][CH2:33][CH2:34]1. Starting materials: C=C1C2=C(C=3C(CCC3C3=C1C=CC=C3)=O)C=CC=C2 (8-methylene-3,8-dihydrodibenzo[e,h]azulen-1(2H)-one), [BH4-].[Na+] (sodium borohydride), alcohol, ketone. Reagents/catalysts: C1(=CC=C(C=C1)S(=O)(=O)O)C (p-toluenesulfonic acid). Run in C(Cl)Cl.CO (methylene chloride methanol), C1=CC=CC=C1 (benzene), O (water). Reaction conditions: temperature 45 celsius. The product is C=C1C2=C(C=3CC=CC3C3=C1C=CC=C3)C=CC=C2 (8-methylene-1,8-dihydrodibenzo[e,h]azulene). Yield: 68.1%. As a reaction SMILES: [CH2:1]=[C:2]1[C:11]2[CH:12]=[CH:13][CH:14]=[CH:15][C:10]=2[C:9]2[CH2:8][CH2:7][C:6](=O)[C:5]=2[C:4]2[CH:17]=[CH:18][CH:19]=[CH:20][C:3]1=2.[BH4-].[Na+]>C(Cl)Cl.CO.O.C1C=CC=CC=1.C1(C)C=CC(S(O)(=O)=O)=CC=1>[CH2:1]=[C:2]1[C:3]2[CH:20]=[CH:19][CH:18]=[CH:17][C:4]=2[C:5]2[CH:6]=[CH:7][CH2:8][C:9]=2[C:10]2[CH:15]=[CH:14][CH:13]=[CH:12][C:11]1=2 |f:1.2,3.4|. Procedure: To a stirred solution of the ketone 6 (1.0 g, 4.0 mmol) in methylene chloride/methanol (3/1 by volume, 40 mL) was added sodium borohydride (1.0 g, 27 mmol). The reaction was monitored by thin layer chromatography (tlc) for the disappearance of the starting ketone, 6. After 1 hr the reaction was worked up diluting with water (30 mL) and the organic layer was dried over anhydrous magnesium sulfate and concentrated under reduced pressure to yield a yellow solid. The yellow solid as dissolved in ben... The reactants are CC1(C)NN(C2C3CC4CC(C3)CC2C4)C1=O, Clc1ccccc1, O=S(=O)(Cl)Cl. The product is CC1(C)C(=O)N(C2C3CC4CC(C3)CC2C4)N1S(=O)(=O)c1ccc(Cl)cc1. RXN SMILES: [CH:1]12[CH:2]([N:11]3[NH:12][C:13]([CH3:16])([CH3:17])[C:14]3=[O:15])[CH:3]3[CH2:4][CH:5]([CH2:6][CH:7]([CH2:8]1)[CH2:9]3)[CH2:10]2.[Cl:23][c:24]1[cH:25][cH:26][cH:27][cH:28][cH:29]1.[S:18](=[O:19])(=[O:20])([Cl:21])[Cl:22]>>[CH:1]12[CH:2]([N:11]3[N:12]([S:18](=[O:19])(=[O:20])[c:27]4[cH:26][cH:25][c:24]([Cl:23])[cH:29][cH:28]4)[C:13]([CH3:16])([CH3:17])[C:14]3=[O:15])[CH:3]3[CH2:4][CH:5]([CH2:6][CH:7]([CH2:8]1)[CH2:9]3)[CH2:10]2. Reactants: Cl.Cl.NC1=CC(=C(C(=O)NCC2CCNCC2)C=C1Cl)OC (4-Amino-5-chloro-2-methoxy-N-(piperidin-4-ylmethyl)benzamide dihydrochloride), BrCCCCCCC(=O)C1=CN(C2=CC=CC=C12)C (7-bromo-1-(1-methyl-1 H-indol-3-yl)-1-heptanone). The product is Cl.NC1=CC(=C(C(=O)NCC2CCN(CC2)CCCCCCC(=O)C2=CN(C3=CC=CC=C23)C)C=C1Cl)OC (4-amino-5-chloro-2-methoxy-N-((1-(7-(1-methyl-1 H-indol-3-yl)-7-oxoheptyl)piperidin-4-yl)methyl)benzamide hydrochloride). Reaction SMILES: Cl.Cl.[NH2:3][C:4]1[C:19]([Cl:20])=[CH:18][C:7]([C:8]([NH:10][CH2:11][CH:12]2[CH2:17][CH2:16][NH:15][CH2:14][CH2:13]2)=[O:9])=[C:6]([O:21][CH3:22])[CH:5]=1.Br[CH2:24][CH2:25][CH2:26][CH2:27][CH2:28][CH2:29][C:30]([C:32]1[C:40]2[C:35](=[CH:36][CH:37]=[CH:38][CH:39]=2)[N:34]([CH3:41])[CH:33]=1)=[O:31]>>[ClH:20].[NH2:3][C:4]1[C:19]([Cl:20])=[CH:18][C:7]([C:8]([NH:10][CH2:11][CH:12]2[CH2:13][CH2:14][N:15]([CH2:24][CH2:25][CH2:26][CH2:27][CH2:28][CH2:29][C:30]([C:32]3[C:40]4[C:35](=[CH:36][CH:37]=[CH:38][CH:39]=4)[N:34]([CH3:41])[CH:33]=3)=[O:31])[CH2:16][CH2:17]2)=[O:9])=[C:6]([O:21][CH3:22])[CH:5]=1 |f:0.1.2,4.5|. Procedure: 4-Amino-5-chloro-2-methoxy-N-(piperidin-4-ylmethyl)benzamide dihydrochloride as starting compound and 7-bromo-1-(1-methyl-1 H-indol-3-yl)-1-heptanone were reacted and treated in the same manner as in Example 172 to give 4-amino-5-chloro-2-methoxy-N-((1-(7-(1-methyl-1 H-indol-3-yl)-7-oxoheptyl)piperidin-4-yl)methyl)benzamide hydrochloride. Yields the product Fc1ccc(-c2cc(C(F)(F)F)nc(-c3cccc(Br)c3)n2)cc1. Starting materials: OBO, Brc1ccccc1, Fc1ccc(-c2cc(C(F)(F)F)nc(Cl)n2)cc1. As a reaction SMILES: [BH:19]([OH:20])[OH:21].[Br:22][c:23]1[cH:24][cH:25][cH:26][cH:27][cH:28]1.[Cl:1][c:2]1[n:3][c:4]([C:15]([F:16])([F:17])[F:18])[cH:5][c:6](-[c:8]2[cH:9][cH:10][c:11]([F:14])[cH:12][cH:13]2)[n:7]1>>[c:2]1(-[c:27]2[cH:26][cH:25][cH:24][c:23]([Br:22])[cH:28]2)[n:3][c:4]([C:15]([F:16])([F:17])[F:18])[cH:5][c:6](-[c:8]2[cH:9][cH:10][c:11]([F:14])[cH:12][cH:13]2)[n:7]1.